This data is from the Open Reaction Database (ORD), a public repository of structured organic reaction records. The task is: describe an organic reaction: reactants, conditions, products, and yield The reactants are N[C@@H]1CN(CC1)C(=O)OC(C)(C)C ((S)-tert-butyl 3-aminopyrrolidine-1-carboxylate), CC1(C2=C(C(=CC=C2)P(C3=CC=CC=C3)C4=CC=CC=C4)OC5=C(C=CC=C51)P(C6=CC=CC=C6)C7=CC=CC=C7)C (Xantphos), C1(=CC=C(C=C1)CN1N=C2N(C(N(C(C2=C1Cl)=O)C)=O)CC(C)C)C1=CC=CC=C1 (2-(biphenyl-4-ylmethyl)-3-chloro-7-isobutyl-5-methyl-2H-pyrazolo[3,4-d]pyrimidine-4,6(5H,7H)-dione), C(C)(C)(C)O[K] (tBuOK). The reagents and catalysts are C=1C=CC(=CC1)/C=C/C(=O)/C=C/C2=CC=CC=C2.C=1C=CC(=CC1)/C=C/C(=O)/C=C/C2=CC=CC=C2.C=1C=CC(=CC1)/C=C/C(=O)/C=C/C2=CC=CC=C2.[Pd].[Pd] (Pd2(dba)3). Run at temperature 130 celsius. Product: C1(=CC=C(C=C1)CN1N=C2N(C(N(C(C2=C1N[C@@H]1CNCC1)=O)C)=O)CC(C)C)C1=CC=CC=C1 ((S)-2-(biphenyl-4-ylmethyl)-7-isobutyl-5-methyl-3-(pyrrolidin-3-ylamino)-2H-pyrazolo[3,4-d]pyrimidine-4,6(5H,7H)-dione). As a reaction SMILES: [C:1]1([C:25]2[CH:30]=[CH:29][CH:28]=[CH:27][CH:26]=2)[CH:6]=[CH:5][C:4]([CH2:7][N:8]2[C:16](Cl)=[C:15]3[C:10]([N:11]([CH2:21][CH:22]([CH3:24])[CH3:23])[C:12](=[O:20])[N:13]([CH3:19])[C:14]3=[O:18])=[N:9]2)=[CH:3][CH:2]=1.[NH2:31][C@H:32]1[CH2:36][CH2:35][N:34](C(OC(C)(C)C)=O)[CH2:33]1.CC1(C)C2C(=C(P(C3C=CC=CC=3)C3C=CC=CC=3)C=CC=2)OC2C(P(C3C=CC=CC=3)C3C=CC=CC=3)=CC=CC1=2.C(O[K])(C)(C)C>C1C=CC(/C=C/C(/C=C/C2C=CC=CC=2)=O)=CC=1.C1C=CC(/C=C/C(/C=C/C2C=CC=CC=2)=O)=CC=1.C1C=CC(/C=C/C(/C=C/C2C=CC=CC=2)=O)=CC=1.[Pd].[Pd]>[C:1]1([C:25]2[CH:30]=[CH:29][CH:28]=[CH:27][CH:26]=2)[CH:6]=[CH:5][C:4]([CH2:7][N:8]2[C:16]([NH:31][C@H:32]3[CH2:36][CH2:35][NH:34][CH2:33]3)=[C:15]3[C:10]([N:11]([CH2:21][CH:22]([CH3:24])[CH3:23])[C:12](=[O:20])[N:13]([CH3:19])[C:14]3=[O:18])=[N:9]2)=[CH:3][CH:2]=1 |f:4.5.6.7.8|. Procedure: 2-(biphenyl-4-ylmethyl)-3-chloro-7-isobutyl-5-methyl-2H-pyrazolo[3,4-d]pyrimidine-4,6(5H,7H)-dione (25 mg, 0.056 mmol) is dissolved in anhydrous and degassed THF, and then (S)-tert-butyl 3-aminopyrrolidine-1-carboxylate (64 mg, 0.34 mmol), Pd2(dba)3 (25 mg, 0.026 mmol) and Xantphos (16 mg, 0.026 mmol) are added, followed by tBuOK (7.5 mg, 0.067 mmol). The reaction mixture is heated in microwave at 130° C. for 2.5 h. After cooling, solvent is removed. The residue is diluted with ethyl acetate (50... Yields the product C(#N)C1C(CCC1CCC1=CC=C(C(=O)OC(C)(C)C)C=C1)=O (t-butyl 4-(2-(2-cyano-1-cyclopentanon-3-yl)ethyl]benzoate). RXN SMILES: [C:1]([C:3]1[C:4](=[O:8])[CH2:5][CH2:6][CH:7]=1)#[N:2].N(C(C)(C)C#N)=NC(C)(C)C#N.C([SnH](CCCC)CCCC)CCC.Br[CH2:35][CH2:36][C:37]1[CH:49]=[CH:48][C:40]([C:41]([O:43][C:44]([CH3:47])([CH3:46])[CH3:45])=[O:42])=[CH:39][CH:38]=1>C1C=CC=CC=1>[C:1]([CH:3]1[CH:7]([CH2:35][CH2:36][C:37]2[CH:49]=[CH:48][C:40]([C:41]([O:43][C:44]([CH3:46])([CH3:45])[CH3:47])=[O:42])=[CH:39][CH:38]=2)[CH2:6][CH2:5][C:4]1=[O:8])#[N:2]. Run in C1=CC=CC=C1 (benzene), C1=CC=CC=C1 (benzene), C1=CC=CC=C1 (benzene). Reported procedure: A solution of the 2-cyano-2-cyclopenten-1-one (2.41 g, 22.5 mmol) prepared in the Preparative Example 101 in anhydrous benzene and a solution of azobisisobutyronitrile (AIBN) (0.05 g, a catalytic amount) and tri-n-butyltin hydride (3.62 g, 12.4 mmol) in anhydrous benzene were simultaneously gradually dropped into a solution of t-butyl 4-(2-bromoethyl)benzoate (3.21 g, 11.3 mmol) prepared in the Preparative Example 104 in anhydrous benzene under reflux by heating. The obtained mixture was heated ... Reactants: N(=NC(C#N)(C)C)C(C#N)(C)C (azobisisobutyronitrile), C(CCC)[SnH](CCCC)CCCC (tri-n-butyltin hydride), BrCCC1=CC=C(C(=O)OC(C)(C)C)C=C1 (t-butyl 4-(2-bromoethyl)benzoate), C(#N)C=1C(CCC1)=O (2-cyano-2-cyclopenten-1-one). Reactants: Br.CC=1N=C2N(C=CC=C2[N+](=O)[O-])C1 (2-methyl-8-nitro-imidazo[1,2-a]pyridine-hydrobromide), [H][H] (hydrogen). The reagents and catalysts are [Pd] (Pd/C). Run in CO (methanol). The product is Br.NC=1C=2N(C=CC1)C=C(N2)C (8-amino-2-methyl-imidazo[1,2-a]pyridine-hydrobromide). Reaction SMILES: [BrH:1].[CH3:2][C:3]1[N:4]=[C:5]2[C:10]([N+:11]([O-])=O)=[CH:9][CH:8]=[CH:7][N:6]2[CH:14]=1.[H][H]>CO.[Pd]>[BrH:1].[NH2:11][C:10]1[C:5]2[N:6]([CH:14]=[C:3]([CH3:2])[N:4]=2)[CH:7]=[CH:8][CH:9]=1 |f:0.1,5.6|. Procedure details: A solution of 16.5 g 2-methyl-8-nitro-imidazo[1,2-a]pyridine-hydrobromide in 800 ml methanol is saturated with hydrogen at room temperature at low pressure for 8 hours after addition of a catalytic amount of commercial Pd/C-catalyst. The catalyst is then filtered off and the filtrate evaporated until dry. After recrystallization from acetronitrile 11.9 g of the title compound of m.p. 237°-238° C. is obtained. Reactants: ClC1=CC=C(C=C1)C(C(=O)OC)(CC)N1C=CC2=C(C=C(C=C12)F)NS(=O)(=O)C (methyl 2-(4-chlorophenyl)-2-(6-fluoro-4-(methylsulfonamido)-1H-indol-1-yl)butanoate), [H-].[Al+3].[Li+].[H-].[H-].[H-] (lithium aluminum hydride), Cl (HCl). Run in C1CCOC1 (THF). Run at temperature -78 celsius, time 0.5 hour. The product is ClC1=CC=C(C=C1)C(CO)(CC)N1C=CC2=C(C=C(C=C12)F)NS(=O)(=O)C (N-(1-(2-(4-chlorophenyl)-1-hydroxybutan-2-yl)-6-fluoro-1H-indol-4-yl)methanesulfonamide). RXN SMILES: [Cl:1][C:2]1[CH:7]=[CH:6][C:5]([C:8]([N:15]2[C:23]3[C:18](=[C:19]([NH:25][S:26]([CH3:29])(=[O:28])=[O:27])[CH:20]=[C:21]([F:24])[CH:22]=3)[CH:17]=[CH:16]2)([CH2:13][CH3:14])[C:9](OC)=[O:10])=[CH:4][CH:3]=1.[H-].[Al+3].[Li+].[H-].[H-].[H-].Cl>C1COCC1>[Cl:1][C:2]1[CH:7]=[CH:6][C:5]([C:8]([N:15]2[C:23]3[C:18](=[C:19]([NH:25][S:26]([CH3:29])(=[O:27])=[O:28])[CH:20]=[C:21]([F:24])[CH:22]=3)[CH:17]=[CH:16]2)([CH2:13][CH3:14])[CH2:9][OH:10])=[CH:4][CH:3]=1 |f:1.2.3.4.5.6|. Reported procedure: To a solution of methyl 2-(4-chlorophenyl)-2-(6-fluoro-4-(methylsulfonamido)-1H-indol-1-yl)butanoate (0.5 g, 1.14 mmol) in THF (5 mL) was added dropwise lithium aluminum hydride solution (1.4 mL, 1 M in THF) at −78° C. The reaction mixture was stirred for 0.5 hours at −78° C. TLC and LCMS monitored the reaction was over, then 3M HCl solution was added carefully into the reaction to adjust pH=2˜3 in ice bath. The organic layer was separated and the aqueous layer was extracted with EA. The combine... Reactants: CNCCC(C=1C=CC=CC1)OC=2C=CC(=CC2)C(F)(F)F (fluoxetine), Cl.CN(CCC(=O)C1=CC=CC=C1)C (β-dimethylaminopropiophenone hydrochloride), B#B (diborane). Yields the product CN(C)CCC(C1=CC=CC=C1)O (N,N-dimethyl-3-hydroxy-3-phenylpropylamine). RXN SMILES: CNCCC(OC1C=CC(C(F)(F)F)=CC=1)C1C=CC=CC=1.Cl.[CH3:24][N:25]([CH3:36])[CH2:26][CH2:27][C:28]([C:30]1[CH:35]=[CH:34][CH:33]=[CH:32][CH:31]=1)=[O:29].B#B>>[CH3:24][N:25]([CH2:26][CH2:27][CH:28]([OH:29])[C:30]1[CH:35]=[CH:34][CH:33]=[CH:32][CH:31]=1)[CH3:36] |f:1.2|. Procedure details: In the process for the preparation of fluoxetine, as in U.S. Pat. No. 4,314,081, β-dimethylaminopropiophenone hydrochloride is used as a starting material which, after the liberation of the base, is hydrogenated with diborane, B2H4. The N,N-dimethyl-3-hydroxy-3-phenylpropylamine produced in the reaction is allowed to react with thionyl chloride in chloroform containing hydrochloric acid yielding N,N-dimethyl-3-phenyl-3-chloropropylamine. This compound is allowed to react under alkaline condition... Starting materials: CC(C)(C)c1ccc(NC(=O)OCc2ccccc2)cc1NC=O, CO, ClCCl. Product: CC(C)(C)c1ccc(N)cc1NC=O. As a reaction SMILES: [CH2:1]([O:2][C:3](=[O:4])[NH:10][c:11]1[cH:12][c:13]([NH:21][CH:22]=[O:23])[c:14]([C:17]([CH3:18])([CH3:19])[CH3:20])[cH:15][cH:16]1)[c:5]1[cH:6][cH:7][cH:8][cH:9][cH:24]1.[CH3:25][OH:26].[Cl:27][CH2:28][Cl:29]>>[NH2:10][c:11]1[cH:12][c:13]([NH:21][CH:22]=[O:23])[c:14]([C:17]([CH3:18])([CH3:19])[CH3:20])[cH:15][cH:16]1.